This data is from the Open Reaction Database (ORD), a public repository of structured organic reaction records. The task is: describe an organic reaction: reactants, conditions, products, and yield The reactants are [O-][N+]1=NC(=NC2=C1C=C1CCCC1=C2)CCCO (3-(1-Oxido-7,8-dihydro-6H-indeno[5,6-e][1,2,4]triazin-3-yl)-1-propanol), C(=O)(OC(C)(C)C)N[C@@H](C(C)C)C(=O)O (N-Boc Valine), C1CCC(CC1)N=C=NC2CCCCC2 (DCC). The reagents and catalysts are CN(C)C=1C=CN=CC1 (DMAP). Solvent: C(Cl)Cl (DCM), C(Cl)Cl (DCM). Conditions: temperature 20 celsius, time 1 hour. The product is C(C)(C)(C)OC(=O)NC(C(=O)OCCCC=1N=[N+](C2=C(N1)C=C1CCCC1=C2)[O-])C(C)C (3-(3-(2-(tert-Butoxycarbonylamino)-3-methylbutanoyloxy)propyl)-7,8-dihydro-6H-indeno[5,6-e][1,2,4]triazine 1-Oxide). The yield is 94.5%. As a reaction SMILES: [O-:1][N+:2]1[C:7]2[CH:8]=[C:9]3[C:13](=[CH:14][C:6]=2[N:5]=[C:4]([CH2:15][CH2:16][CH2:17][OH:18])[N:3]=1)[CH2:12][CH2:11][CH2:10]3.[C:19]([NH:26][C@H:27]([C:31](O)=[O:32])[CH:28]([CH3:30])[CH3:29])([O:21][C:22]([CH3:25])([CH3:24])[CH3:23])=[O:20].C1CCC(N=C=NC2CCCCC2)CC1>CN(C1C=CN=CC=1)C.C(Cl)Cl>[C:22]([O:21][C:19]([NH:26][CH:27]([CH:28]([CH3:30])[CH3:29])[C:31]([O:18][CH2:17][CH2:16][CH2:15][C:4]1[N:3]=[N+:2]([O-:1])[C:7]2[CH:8]=[C:9]3[C:13]([CH2:12][CH2:11][CH2:10]3)=[CH:14][C:6]=2[N:5]=1)=[O:32])=[O:20])([CH3:25])([CH3:24])[CH3:23]. Procedure details: A mixture of alcohol 70 (50 mg, 0.20 mmol), N-Boc Valine (44 mg, 0.20 mmol), DCC (46 mg, 0.22 mmol) and DMAP (2.5 mg, 0.02 mmol) in DCM (10 mL) was stirred at 20° C. for 1 h. The solvent was evaporated and the residue purified by chromatography, eluting with a gradient (0-5%) of MeOH/DCM, to give the crude ester, which was suspended in DCM (2 mL) and filtered to remove urea by-products. The filtrate was concentrated to give crude ester 310 (84 mg, 93%) as a pale-brown gum: 1H NMR δ 8.27 (s, 1H, ... Starting materials: C(CCC)OC(=O)C=1N=C(C2=CC=C(C=C2C1O)OC1=CC2=C(N=C(S2)N2CCOCC2)C=C1)C#N (1-cyano-4-hydroxy-6-(2-morpholin-4-yl-benzothiazol-6-yloxy)-isoquinoline-3-carboxylic acid butyl ester), NCC(=O)O (glycine), C[O-].[Na+].CO (sodium methoxide methanol). The product is C(#N)C1=NC(=C(C2=CC(=CC=C12)OC1=CC2=C(N=C(S2)N2CCOCC2)C=C1)O)C(=O)NCC(=O)O ({[1-Cyano-4-hydroxy-6-(2-morpholin-4-yl-benzothiazol-6-yloxy)-isoquinoline-3-carbonyl]-amino}-acetic acid). Isolated yield 87.2%. RXN SMILES: C(O[C:6]([C:8]1[N:9]=[C:10]([C:35]#[N:36])[C:11]2[C:16]([C:17]=1[OH:18])=[CH:15][C:14]([O:19][C:20]1[CH:34]=[CH:33][C:23]3[N:24]=[C:25]([N:27]4[CH2:32][CH2:31][O:30][CH2:29][CH2:28]4)[S:26][C:22]=3[CH:21]=1)=[CH:13][CH:12]=2)=[O:7])CCC.[NH2:37][CH2:38][C:39]([OH:41])=[O:40].C[O-].[Na+].CO>>[C:35]([C:10]1[C:11]2[C:16](=[CH:15][C:14]([O:19][C:20]3[CH:34]=[CH:33][C:23]4[N:24]=[C:25]([N:27]5[CH2:28][CH2:29][O:30][CH2:31][CH2:32]5)[S:26][C:22]=4[CH:21]=3)=[CH:13][CH:12]=2)[C:17]([OH:18])=[C:8]([C:6]([NH:37][CH2:38][C:39]([OH:41])=[O:40])=[O:7])[N:9]=1)#[N:36] |f:2.3.4|. Reported procedure: A mixture of 1-cyano-4-hydroxy-6-(2-morpholin-4-yl-benzothiazol-6-yloxy)-isoquinoline-3-carboxylic acid butyl ester (137 mg, 0.27 mmol), glycine (408 mg, 5.43 mmol) and 0.5 M sodium methoxide/methanol (10.3 mL) was refluxed for twenty-six hours before it was cooled to room temperature and concentrated in vacuo. The residue was dissolved in water (40 mL) and extracted with dichloromethane (2×35 mL). The remaining aqueous layer was acidified to pH=3 with 1N HCl (7.5 mL). The white precipitate was ... Starting materials: O (H2O), BrC=1C=C(C(N(C1)C)=O)NC1=NC=C(C=C1)N1CCNCC1 (5-Bromo-1-methyl-3-(5-(piperazin-1-yl)pyridin-2-ylamino)pyridin-2(1H)-one), CC(=O)C (acetone), [BH-](OC(=O)C)(OC(=O)C)OC(=O)C.[Na+] (NaBH(OAc)3). Run in CO.C(C)(=O)O (methanol acetic acid). Conditions: time 5 minute. Product: BrC=1C=C(C(N(C1)C)=O)NC1=NC=C(C=C1)N1CCN(CC1)C(C)C (5-Bromo-3-(5-(4-isopropylpiperazin-1-yl)pyridin-2-ylamino)-1-methylpyridin-2(1H)-one). Isolated yield 221.5%. As a reaction SMILES: [Br:1][C:2]1[CH:3]=[C:4]([NH:10][C:11]2[CH:16]=[CH:15][C:14]([N:17]3[CH2:22][CH2:21][NH:20][CH2:19][CH2:18]3)=[CH:13][N:12]=2)[C:5](=[O:9])[N:6]([CH3:8])[CH:7]=1.[CH3:23][C:24]([CH3:26])=O.[BH-](OC(C)=O)(OC(C)=O)OC(C)=O.[Na+].O>CO.C(O)(=O)C>[Br:1][C:2]1[CH:3]=[C:4]([NH:10][C:11]2[CH:16]=[CH:15][C:14]([N:17]3[CH2:22][CH2:21][N:20]([CH:24]([CH3:26])[CH3:23])[CH2:19][CH2:18]3)=[CH:13][N:12]=2)[C:5](=[O:9])[N:6]([CH3:8])[CH:7]=1 |f:2.3,5.6|. Reported procedure: A mixture of 5-bromo-1-methyl-3-(5-(piperazin-1-yl)pyridin-2-ylamino)pyridin-2(1H)-one 188d (1.2 g, 3.3 mmol), and acetone (1.0 g, 16.5 mmol) in methanol/acetic acid (30 mL/3 mL) was stirred for 5 minutes at room temperature, followed by the addition of NaBH(OAc)3 (3.5 g, 16.5 mmol). The mixture was stirred at 50° C. for 2 h. It was cooled to room temperature and H2O (50 mL) was added. The mixture was extracted with DCM (50 mL) three times. The organic layers were concentrated under reduced pres... Starting materials: NC1=C(C(=NS1)N(C)CCCC)C#N (5-amino-3-(butylmethylamino)-4-cyanoisothiazole), CN=C=O (methyl isocyanate), C(C)(=O)[O-].C(C)(=O)[O-].C(CCC)[Sn+2]CCCC (dibutyltin diacetate). Isolated yield 46.1%. Reaction SMILES: [NH2:1][C:2]1[S:6][N:5]=[C:4]([N:7]([CH2:9][CH2:10][CH2:11][CH3:12])[CH3:8])[C:3]=1[C:13]#[N:14].[CH3:15][N:16]=[C:17]=[O:18].C([O-])(=O)C.C([O-])(=O)C.C([Sn+2]CCCC)CCC>O1CCCC1>[CH3:15][NH:16][C:17]([NH:1][C:2]1[S:6][N:5]=[C:4]([N:7]([CH2:9][CH2:10][CH2:11][CH3:12])[CH3:8])[C:3]=1[C:13]#[N:14])=[O:18] |f:2.3.4|. The solvent is O1CCCC1 (tetrahydrofuran). Yields the product CNC(=O)NC1=C(C(=NS1)N(C)CCCC)C#N (1-methyl-3-(3-(butylmethylamino)-4-cyano-5-isothiazolyl)urea). Procedure details: In the manner of Example XI, part D, 7 g of 5-amino-3-(butylmethylamino)-4-cyanoisothiazole, 4.1 ml (4 g) of methyl isocyanate, and a catalytic amount of dibutyltin diacetate in 50 ml of tetrahydrofuran were allowed to react. The volatile materials were removed under reduced pressure and the residue was crystallized from 35 ml of 70:30 diethyl ether:hexane to yield solid material, mp 102° (decomposes). This material was recrystallized from 70 ml of 40:60 diethylether:hexane to yield 4.1 g of 1-m...